Task: describe an organic reaction: reactants, conditions, products, and yield. Dataset: the Open Reaction Database (ORD), a public repository of structured organic reaction records Reactants: C(C)N(C(C)C)C(C)C (N-Ethyldiisopropylamine), BrC=1C=C2C=CC(=CC2=CC1)C(=O)O (6-Bromo-2-naphthoic acid), Cl.C(C)N=C=NCCCN(C)C (1-ethyl-3-(3-dimethylaminopropyl)carbodiimide hydrochloride), O.ON1N=NC2=C1C=CC=C2 (1-hydroxy-1H-benzotriazole monohydrate), CN (methylamine). The solvent is O (water), CN(C=O)C (dimethylformamide), C1CCOC1 (THF). The product is BrC=1C=C2C=CC(=CC2=CC1)C(=O)NC (6-bromo-N-methyl-2-naphthamide). The yield is 95.6%. Reaction SMILES: [Br:1][C:2]1[CH:3]=[C:4]2[C:9](=[CH:10][CH:11]=1)[CH:8]=[C:7]([C:12]([OH:14])=O)[CH:6]=[CH:5]2.Cl.[CH2:16]([N:18]=C=NCCCN(C)C)C.O.ON1C2C=CC=CC=2N=N1.C(N(C(C)C)C(C)C)C.CN>CN(C)C=O.C1COCC1.O>[Br:1][C:2]1[CH:3]=[C:4]2[C:9](=[CH:10][CH:11]=1)[CH:8]=[C:7]([C:12]([NH:18][CH3:16])=[O:14])[CH:6]=[CH:5]2 |f:1.2,3.4|. Procedure: 6-Bromo-2-naphthoic acid (60.26 g), 1-ethyl-3-(3-dimethylaminopropyl)carbodiimide hydrochloride (55.21 g) and 1-hydroxy-1H-benzotriazole monohydrate (44.1 g) were dissolved in dimethylformamide (960 ml) under an argon atmosphere. N-Ethyldiisopropylamine (37.23 g) was added with stirring under ice-cooling. A solution (2M; 192 ml) of methylamine in THF was added and the mixture was stirred at room temperature for 18 h. The reaction mixture was poured into water (8 L) with stirring and the precipit... The reactants are O=C(CCCCCl)c1cccc(Cl)c1, CCC(=O)Nc1cccc(C2CCNCC2)c1. The product is CCC(=O)Nc1cccc(C2CCN(CCCCC(=O)c3cccc(Cl)c3)CC2)c1. Reaction SMILES: [Cl:1][CH2:2][CH2:3][CH2:4][CH2:5][C:6](=[O:7])[c:8]1[cH:9][c:10]([Cl:14])[cH:11][cH:12][cH:13]1.[NH:15]1[CH2:16][CH2:17][CH:18]([c:21]2[cH:22][c:23]([NH:27][C:28]([CH2:29][CH3:30])=[O:31])[cH:24][cH:25][cH:26]2)[CH2:19][CH2:20]1>>[CH2:2]([CH2:3][CH2:4][CH2:5][C:6](=[O:7])[c:8]1[cH:9][c:10]([Cl:14])[cH:11][cH:12][cH:13]1)[N:15]1[CH2:16][CH2:17][CH:18]([c:21]2[cH:22][c:23]([NH:27][C:28]([CH2:29][CH3:30])=[O:31])[cH:24][cH:25][cH:26]2)[CH2:19][CH2:20]1. The reactants are CC(C#C)O (3-butyn-2-ol), C(CCC)[Li] (n-Butyl lithium), C(C)OC(=O)N1CCC(CC1)=O (1-ethoxycarbonyl-4-piperidinone), [NH4+].[Cl-] (NH4Cl). Run in C1CCOC1 (THF), CCCCCC (hexane), C1CCOC1 (THF), C1CCOC1 (THF), C1CCOC1 (THF). Run at temperature -78 celsius, time 1 hour. Yields the product OC(C#CC1(CCN(CC1)C(=O)OCC)O)C (4-(3-Hydroxy-1-butynyl)-1-ethoxycarbonyl-4-piperidinol), diol. As a reaction SMILES: [CH3:1][CH:2]([OH:5])[C:3]#[CH:4].C([Li])CCC.[CH2:11]([O:13][C:14]([N:16]1[CH2:21][CH2:20][C:19](=[O:22])[CH2:18][CH2:17]1)=[O:15])[CH3:12].[NH4+].[Cl-]>C1COCC1.CCCCCC>[OH:5][CH:2]([CH3:1])[C:3]#[C:4][C:19]1([OH:22])[CH2:18][CH2:17][N:16]([C:14]([O:13][CH2:11][CH3:12])=[O:15])[CH2:21][CH2:20]1 |f:3.4|. Procedure: A solution of 3-butyn-2-ol (42 g, 0.6 mol) in dry THF (800 ml) under nitrogen was cooled with a dry-ice/acetone bath. n-Butyl lithium (390 ml of 2.5M and 230 ml of 1.5M) in hexane was added rapidly, dropwise. The suspension became gelatinous and another 800 mls of dry THF was added. The reaction was stirred at approximately -78° C. for 1 hour and then at 0° C. for 20 minutes. The reaction was cooled to -78° C. and 1-ethoxycarbonyl-4-piperidinone (104 g, 0.607 mol) in 300 ml of dry THF was added ... The reactants are CC(C)Oc1ccc(C(C)(C)C#N)cc1C=O, COc1ccc(C(C)C#N)cc1CNC1CCCN(C(=O)OC(C)(C)C)C1c1ccccc1, CC(C)(C)OC(=O)N1CCCC(N)C1c1ccccc1. The product is CC(C)Oc1ccc(C(C)(C)C#N)cc1CNC1CCCN(C(=O)OC(C)(C)C)C1c1ccccc1. RXN SMILES: [C:1](#[N:2])[C:3]([CH3:4])([CH3:5])[c:6]1[cH:7][cH:8][c:9]([O:14][CH:15]([CH3:16])[CH3:17])[c:10]([CH:11]=[O:12])[cH:13]1.[C:38]([O:39][C:40]([N:41]1[CH2:42][CH2:43][CH2:44][CH:45]([NH:46][CH2:47][c:48]2[cH:49][c:50]([CH:51]([C:52]#[N:53])[CH3:54])[cH:55][cH:56][c:57]2[O:58][CH3:59])[CH:60]1[c:61]1[cH:62][cH:63][cH:64][cH:65][cH:66]1)=[O:67])([CH3:68])([CH3:69])[CH3:70].[NH2:18][CH:19]1[CH:20]([c:32]2[cH:33][cH:34][cH:35][cH:36][cH:37]2)[N:21]([C:25](=[O:26])[O:27][C:28]([CH3:29])([CH3:30])[CH3:31])[CH2:22][CH2:23][CH2:24]1>>[C:1](#[N:2])[C:3]([CH3:4])([CH3:5])[c:6]1[cH:7][cH:8][c:9]([O:14][CH:15]([CH3:16])[CH3:17])[c:10]([CH2:11][NH:18][CH:19]2[CH:20]([c:32]3[cH:33][cH:34][cH:35][cH:36][cH:37]3)[N:21]([C:25](=[O:26])[O:27][C:28]([CH3:29])([CH3:30])[CH3:31])[CH2:22][CH2:23][CH2:24]2)[cH:13]1. Reactants: BrC1=CC=C(C=C1)CC(=O)OCC (ethyl 2-(4-bromophenyl)acetate), [Li+].CC(C)[N-]C(C)C (LDA), C(C)I (EtI). The solvent is C1CCOC1 (THF). Run at time 2 hour. Yields the product BrC1=CC=C(C=C1)C(C(=O)OCC)CC (ethyl 2-(4-bromophenyl)butanoate). Isolated yield 21.0%. RXN SMILES: [Br:1][C:2]1[CH:7]=[CH:6][C:5]([CH2:8][C:9]([O:11][CH2:12][CH3:13])=[O:10])=[CH:4][CH:3]=1.[Li+].[CH3:15][CH:16]([N-]C(C)C)C.C(I)C>C1COCC1>[Br:1][C:2]1[CH:3]=[CH:4][C:5]([CH:8]([CH2:15][CH3:16])[C:9]([O:11][CH2:12][CH3:13])=[O:10])=[CH:6][CH:7]=1 |f:1.2|. Procedure: To a solution of ethyl 2-(4-bromophenyl)acetate (972 mg, 4 mmol) in 10 mL dry THF at −78° C. was added LDA (2 M, 2 mL, 4 mmol). The solution was warmed to rt and stirred 2 h, then was recooled to −78° C. EtI (0.52 mL) was added, then the reaction was stirred rt for 16 h. The reaction was quenched with sat. NH4Cl, then extracted with EtOAc (3×20 mL). The organic layer washed with brine, then dried (Na2SO4). Purification via flash chromatography (0-20% EtOAc in hexanes) gives 75A (228 mg, 21%). MS... Reactants: COC1=C(C=CC=C1)/C=C/CCC(=O)OCC (ethyl (4E)-5-(2-methoxyphenyl)-4-pentenoate), [H][H] (hydrogen). Reagents/catalysts: [Pd] (Pd/C). The solvent is CCOC(=O)C (EtOAc), CO (MeOH). Product: COC1=C(C=CC=C1)CCCCC(=O)OCC (ETHYL 5-(2-METHOXYPHENYL)PENTANOATE). Isolated yield 99.2%. As a reaction SMILES: [CH3:1][O:2][C:3]1[CH:8]=[CH:7][CH:6]=[CH:5][C:4]=1/[CH:9]=[CH:10]/[CH2:11][CH2:12][C:13]([O:15][CH2:16][CH3:17])=[O:14].[H][H]>CCOC(C)=O.CO.[Pd]>[CH3:1][O:2][C:3]1[CH:8]=[CH:7][CH:6]=[CH:5][C:4]=1[CH2:9][CH2:10][CH2:11][CH2:12][C:13]([O:15][CH2:16][CH3:17])=[O:14]. Procedure details: To a solution of ethyl (4E)-5-(2-methoxyphenyl)-4-pentenoate (3.40 g, 14.5 mmol) in a mixture of EtOAc and MeOH (40.0/10.0 mL), Pd/C (palladium on carbon 10%, 0.700 g) was added in small portions to avoid fire. The reaction mixture was then stirred for overnight at room temperature under 300 psi of hydrogen. After the pressure was released, the mixture was filtered through Celite and the Celite was washed with EtOAc (3×50 mL). The filtrate was concentrated in vacuo to afford crude product as a l... Starting materials: CN1C(N(C2=C1C=CC=C2)C)=O (1,3-dimethyl-1,3-dihydro-2H-benzimidazol-2-one), ClC1=C(C=CC=C1)CCN(C(CCCC(=O)O)C)C ((±)-5-[[2-(2-chlorophenyl)ethyl](methyl)amino]hexanoic acid). Yields the product Cl.CN1C(N(C2=C1C=CC(=C2)C(CCCC(C)N(C)CCC2=C(C=CC=C2)Cl)=O)C)=O ((±)-1,3-Dimethyl-5-[5-[[2-(2-chlorophenyl)ethyl](methyl)amino]hexanoyl]-1,3-dihydro-2H-benzimidazol-2-one hydrochloride). Yield: 112.2%. As a reaction SMILES: [CH3:1][N:2]1[C:6]2[CH:7]=[CH:8][CH:9]=[CH:10][C:5]=2[N:4]([CH3:11])[C:3]1=[O:12].[Cl:13][C:14]1[CH:19]=[CH:18][CH:17]=[CH:16][C:15]=1[CH2:20][CH2:21][N:22]([CH3:31])[CH:23]([CH3:30])[CH2:24][CH2:25][CH2:26][C:27](O)=[O:28]>>[ClH:13].[CH3:11][N:4]1[C:5]2[CH:10]=[CH:9][C:8]([C:27](=[O:28])[CH2:26][CH2:25][CH2:24][CH:23]([N:22]([CH2:21][CH2:20][C:15]3[CH:16]=[CH:17][CH:18]=[CH:19][C:14]=3[Cl:13])[CH3:31])[CH3:30])=[CH:7][C:6]=2[N:2]([CH3:1])[C:3]1=[O:12] |f:2.3|. Procedure details: Using 484 mg (3 mmol) of 1,3-dimethyl-1,3-dihydro-2H-benzimidazol-2-one and 850 mg (3.3 mmol) of (±)-5-[[2-(2-chlorophenyl)ethyl](methyl)amino]hexanoic acid obtained in Reference Example 202 according to the same method as that of Example, a free base compound of the title compound (860 mg) was obtained as a pale yellow oil.